Dataset: the Open Reaction Database (ORD), a public repository of structured organic reaction records. Task: describe an organic reaction: reactants, conditions, products, and yield The reactants are CC(C(=O)C1=CC=CC=C1)C (2-methyl-propiophenone), CCOCC (ether), 71, CCOCC (ether), [Mg] (magnesium), BrC1=CC=CC=C1 (bromobenzene), [Cl-].[NH4+] (ammonium chloride). Conditions: temperature -5 celsius. Yields the product C1(=CC=CC=C1)[Mg]Br (Phenyl magnesium bromide), CC1=C(C(C2=CC=CC=C2)(O)CC)C=CC=C1 (2-methyl-α-ethyl-benzhydrol). RXN SMILES: [Mg:1].[Br:2][C:3]1[CH:8]=[CH:7][CH:6]=[CH:5][CH:4]=1.[CH3:9][CH:10](C)[C:11]([C:13]1[CH:18]=[CH:17][CH:16]=[CH:15][CH:14]=1)=[O:12].[Cl-].[NH4+].[CH3:22]COCC>>[C:13]1([Mg:1][Br:2])[CH:18]=[CH:17][CH:16]=[CH:15][CH:14]=1.[CH3:22][C:3]1[CH:8]=[CH:7][CH:6]=[CH:5][C:4]=1[C:11]([CH2:10][CH3:9])([OH:12])[C:13]1[CH:14]=[CH:15][CH:16]=[CH:17][CH:18]=1 |f:3.4|. Procedure: Phenyl magnesium bromide is prepared from 14.5 g. of magnesium turnings and 80 g. of bromobenzene in 200 ml. of dry ether. The Grignard solution is cooled to -5° C. and a solution of 71. g. of 2-methyl-propiophenone in 100 ml. of ether is added under vigorous stirring. The mixture is refluxed for 15 minutes, thereafter cooled, and the Grignard complex is decomposed with an aqueous solution of ammonium chloride under cooling. The ethereal phase is separated, washed with water until neutral, and d... Reactants: N1=CC(=CC=C1)CO (pyridine-3-methanol), BrC=1N=CC(=NC1Cl)NS(=O)(=O)C1=C(C(=CC=C1)Cl)Cl (N-[5-Bromo-6-chloro-2-pyrazinyl]-2,3-dichlorobenzenesulphonamide). Yields the product ClC1=C(C=CC=C1Cl)S(=O)(=O)NC1=NC(=CN=C1OCC=1C=NC=CC1)Cl (2,3-Dichloro-N-[6-chloro-3-(3-pyridinylmethoxy)-2-pyrazinyl]benzenesulphonamide). As a reaction SMILES: [N:1]1[CH:6]=[CH:5][CH:4]=[C:3]([CH2:7][OH:8])[CH:2]=1.Br[C:10]1[N:11]=[CH:12][C:13]([NH:17][S:18]([C:21]2[CH:26]=[CH:25][CH:24]=[C:23]([Cl:27])[C:22]=2[Cl:28])(=[O:20])=[O:19])=[N:14][C:15]=1[Cl:16]>>[Cl:28][C:22]1[C:23]([Cl:27])=[CH:24][CH:25]=[CH:26][C:21]=1[S:18]([NH:17][C:13]1[C:12]([O:8][CH2:7][C:3]2[CH:2]=[N:1][CH:6]=[CH:5][CH:4]=2)=[N:11][CH:10]=[C:15]([Cl:16])[N:14]=1)(=[O:20])=[O:19]. Reported procedure: Prepared by the method of Example 31 using pyridine-3-methanol (0.22 g) and N-(3-bromo-6-chloro-2-pyrazinyl)-2,3-dichlorobenzenesulphonamide (Example 98) (0.2 g). The solvent is C(C)OCC (ethyl ether). Starting materials: [Cr](=O)(=O)([O-])O[Cr](=O)(=O)[O-].[NH+]1=CC=CC=C1.[NH+]1=CC=CC=C1 (pyridinium dichromate), C(Cl)Cl (methylene chloride), S1C(=CC=C1)C#CC(O)C1=CC=CC=C1 (α-[(2-thiophenyl)ethynyl]-benzenemethanol). Run at time 8 hour. Product: C1(=CC=CC=C1)C(C#CC=1SC=CC1)=O (1-Phenyl-3-(thiophen-2-yl)-2-propyne-1-one). Reaction SMILES: [Cr](O[Cr]([O-])(=O)=O)([O-])(=O)=O.[NH+]1C=CC=CC=1.[NH+]1C=CC=CC=1.C(Cl)Cl.[S:25]1[CH:29]=[CH:28][CH:27]=[C:26]1[C:30]#[C:31][CH:32]([C:34]1[CH:39]=[CH:38][CH:37]=[CH:36][CH:35]=1)[OH:33]>C(OCC)C>[C:34]1([C:32](=[O:33])[C:31]#[C:30][C:26]2[S:25][CH:29]=[CH:28][CH:27]=2)[CH:35]=[CH:36][CH:37]=[CH:38][CH:39]=1 |f:0.1.2|. Procedure details: Place pyridinium dichromate (0.75 g, 2 mmol) and methylene chloride (15 mL) under argon atmosphere and cool to 0° C. Add α-[(2-thiophenyl)ethynyl]-benzenemethanol (321 mg, 1.5 mmol). Stir overnight while slowly warming to room temperature. Dilute with ethyl ether and filter the chromium salts. Purify by silica gel chromatography to give the title compound.